From a dataset of the Open Reaction Database (ORD), a public repository of structured organic reaction records. describe an organic reaction: reactants, conditions, products, and yield Starting materials: CC(=O)[O-], CC(=O)[O-], ClCCl, CC(N)c1ccccc1, CC(C)(C)[O-], Cc1ccccc1, Clc1cc(-n2nc(Cl)c3ccccc32)ccn1, [Na+], [Pd+2]. Product: CC(Nc1cc(-n2nc(Cl)c3ccccc32)ccn1)c1ccccc1. As a reaction SMILES: [C:43]([O-:44])(=[O:45])[CH3:46].[C:48]([O-:49])(=[O:50])[CH3:51].[CH2:40]([Cl:41])[Cl:42].[CH3:18][CH:19]([c:20]1[cH:21][cH:22][cH:23][cH:24][cH:25]1)[NH2:26].[CH3:27][C:28]([CH3:29])([O-:30])[CH3:31].[CH3:33][c:34]1[cH:35][cH:36][cH:37][cH:38][cH:39]1.[Cl:1][c:2]1[n:3][n:4](-[c:11]2[cH:12][c:13]([Cl:17])[n:14][cH:15][cH:16]2)[c:5]2[cH:6][cH:7][cH:8][cH:9][c:10]12.[Na+:32].[Pd+2:47]>>[Cl:1][c:2]1[n:3][n:4](-[c:11]2[cH:12][c:13]([NH:26][CH:19]([CH3:18])[c:20]3[cH:21][cH:22][cH:23][cH:24][cH:25]3)[n:14][cH:15][cH:16]2)[c:5]2[cH:6][cH:7][cH:8][cH:9][c:10]12. Starting materials: C(C)C=1C=C(C=CC1CC)C[C@H](C(=O)O)NC(=O)N1CCC(CC1)N1C(NC2=C(CC1)C=CC=C2)=O ((R)-3-(3,4-diethyl-phenyl)-2-{[4-(2-oxo-1,2,4,5-tetrahydro-1,3-benzodiazepin-3-yl)-piperidine-1-carbonyl]-amino}-propionic acid), N1(CCC1)C1CCNCC1 (4-azetidin-1-yl-piperidine). Product: N1(CCC1)C1CCN(CC1)C([C@@H](CC1=CC(=C(C=C1)CC)CC)NC(=O)N1CCC(CC1)N1C(NC2=C(CC1)C=CC=C2)=O)=O (4-(2-oxo-1,2,4,5-tetrahydro-1,3-benzodiazepin-3-yl)-piperidine-1-carboxylic acid [(R)-2-(4-azetidin-1-yl-piperidin-1-yl)-1-(3,4-diethyl-benzyl)-2-oxo-ethyl]-amide). As a reaction SMILES: [CH2:1]([C:3]1[CH:4]=[C:5]([CH2:11][C@@H:12]([NH:16][C:17]([N:19]2[CH2:24][CH2:23][CH:22]([N:25]3[CH2:31][CH2:30][C:29]4[CH:32]=[CH:33][CH:34]=[CH:35][C:28]=4[NH:27][C:26]3=[O:36])[CH2:21][CH2:20]2)=[O:18])[C:13]([OH:15])=O)[CH:6]=[CH:7][C:8]=1[CH2:9][CH3:10])[CH3:2].[N:37]1([CH:41]2[CH2:46][CH2:45][NH:44][CH2:43][CH2:42]2)[CH2:40][CH2:39][CH2:38]1>>[N:37]1([CH:41]2[CH2:46][CH2:45][N:44]([C:13](=[O:15])[C@H:12]([NH:16][C:17]([N:19]3[CH2:24][CH2:23][CH:22]([N:25]4[CH2:31][CH2:30][C:29]5[CH:32]=[CH:33][CH:34]=[CH:35][C:28]=5[NH:27][C:26]4=[O:36])[CH2:21][CH2:20]3)=[O:18])[CH2:11][C:5]3[CH:6]=[CH:7][C:8]([CH2:9][CH3:10])=[C:3]([CH2:1][CH3:2])[CH:4]=3)[CH2:43][CH2:42]2)[CH2:40][CH2:39][CH2:38]1. Procedure details: Prepared analogously to Example 34 from (R)-3-(3,4-diethyl-phenyl)-2-{[4-(2-oxo-1,2,4,5-tetrahydro-1,3-benzodiazepin-3-yl)-piperidine-1-carbonyl]-amino}-propionic acid and 4-azetidin-1-yl-piperidine. The reactants are O=C([O-])[O-], Fc1ccc(C(CCCN2CCN(CC3CO3)CC2)c2ccc(F)cc2)cc1, [K+], [K+], Nc1ccccc1, CN(C)C=O. Yields the product OC(CNc1ccccc1)CN1CCN(CCCC(c2ccc(F)cc2)c2ccc(F)cc2)CC1. RXN SMILES: [C:36](=[O:37])([O-:38])[O-:39].[F:1][c:2]1[cH:3][cH:4][c:5]([CH:8]([CH2:9][CH2:10][CH2:11][N:12]2[CH2:13][CH2:14][N:15]([CH2:18][CH:19]3[CH2:20][O:21]3)[CH2:16][CH2:17]2)[c:22]2[cH:23][cH:24][c:25]([F:28])[cH:26][cH:27]2)[cH:6][cH:7]1.[K+:40].[K+:41].[NH2:29][c:30]1[cH:31][cH:32][cH:33][cH:34][cH:35]1.[O:42]=[CH:43][N:44]([CH3:45])[CH3:46]>>[F:1][c:2]1[cH:3][cH:4][c:5]([CH:8]([CH2:9][CH2:10][CH2:11][N:12]2[CH2:13][CH2:14][N:15]([CH2:18][CH:19]([CH2:20][NH:29][c:30]3[cH:31][cH:32][cH:33][cH:34][cH:35]3)[OH:21])[CH2:16][CH2:17]2)[c:22]2[cH:23][cH:24][c:25]([F:28])[cH:26][cH:27]2)[cH:6][cH:7]1. The reactants are ClC1=C(C=CC=C1)C(F)(F)F (ortho-chlorobenzotrifluoride), [C]=O (carbon monoxide), C([O-])([O-])=O.[K+].[K+] (potassium carbonate), [C]=O (carbon monoxide). Reagents/catalysts: [Pd](Cl)Cl (palladium chloride), C1(=CC=CC=C1)P(C1=CC=CC=C1)C(C)C(C)P(C1=CC=CC=C1)C1=CC=CC=C1 (bisdiphenylphosphinobutane). Solvent: O (water). Run at temperature 240 celsius. The product is FC(C1=C(C(=O)O)C=CC=C1)(F)F (ortho-trifluoromethylbenzoic acid). The yield is 91.5%. Reaction SMILES: Cl[C:2]1[CH:7]=[CH:6][CH:5]=[CH:4][C:3]=1[C:8]([F:11])([F:10])[F:9].[C:12](=O)([O-:14])[O-:13].[K+].[K+].[C]=O>[Pd](Cl)Cl.C1(P(C(C(P(C2C=CC=CC=2)C2C=CC=CC=2)C)C)C2C=CC=CC=2)C=CC=CC=1.O>[F:9][C:8]([F:11])([F:10])[C:3]1[CH:4]=[CH:5][CH:6]=[CH:7][C:2]=1[C:12]([OH:14])=[O:13] |f:1.2.3,^3:17|. Reported procedure: In an autoclave made of metal were placed 18 g of ortho-chlorobenzotrifluoride, 3.5 mg of palladium chloride, 170 mg of bisdiphenylphosphinobutane and 3.1 g of potassium carbonate. The air in the autoclave was replaced with carbon monoxide introduced thereinto in several times, after which carbon monoxide was further introduced to adjust its pressure therein to 30 kg/cm2. The reaction was carried out with stirring on a salt bath at a bath temperature of 240° C. After completion of the reaction, ... Starting materials: BrCc1ccccc1, CC#N, CCOCC, Clc1ccc2nccn2c1. The product is [Br-], Clc1ccc2n(cc[n+]2Cc2ccccc2)c1. Reaction SMILES: [Br:11][CH2:12][c:13]1[cH:14][cH:15][cH:16][cH:17][cH:18]1.[CH3:19][C:20]#[N:21].[CH3:22][CH2:23][O:24][CH2:25][CH3:26].[Cl:1][c:2]1[cH:3][cH:4][c:5]2[n:6]([cH:7]1)[cH:8][cH:9][n:10]2>>[Br-:11].[Cl:1][c:2]1[cH:3][cH:4][c:5]2[n:6]([cH:7]1)[cH:8][cH:9][n+:10]2[CH2:12][c:13]1[cH:14][cH:15][cH:16][cH:17][cH:18]1. Reactants: BrC=1C=C(C=NC1)C(=O)NC1=CC=CC=C1 (5-bromo-N-phenylpyridine-3-carboxamide), C(C)C1=CC=C(C=C1)B(O)O (4-ethylphenylboronic acid). Product: C(C)C1=CC=C(C=C1)C=1C=C(C=NC1)C(=O)NC1=CC=CC=C1 (5-(4-Ethylphenyl)-N-phenylpyridine-3-carboxamide). RXN SMILES: Br[C:2]1[CH:3]=[C:4]([C:8]([NH:10][C:11]2[CH:16]=[CH:15][CH:14]=[CH:13][CH:12]=2)=[O:9])[CH:5]=[N:6][CH:7]=1.[CH2:17]([C:19]1[CH:24]=[CH:23][C:22](B(O)O)=[CH:21][CH:20]=1)[CH3:18]>>[CH2:17]([C:19]1[CH:24]=[CH:23][C:22]([C:2]2[CH:3]=[C:4]([C:8]([NH:10][C:11]3[CH:16]=[CH:15][CH:14]=[CH:13][CH:12]=3)=[O:9])[CH:5]=[N:6][CH:7]=2)=[CH:21][CH:20]=1)[CH3:18]. Procedure details: 74 g (222 mmol) of 5-bromo-N-phenylpyridine-3-carboxamide and 40 g (266 mmol, 1.2 eq.) of 4-ethylphenylboronic acid were reacted according to General Method 1A. Yield: 68 g (87% of theory) Reactants: C1=CC=CC=2C3=CC=CC=C3NC12 (carbazole), C1CN2CCN1CC2 (DABCO). Run in CCOC(=O)C (EtOAc), O (H2O). Reaction conditions: temperature 92.5 celsius. Product: CN1C2=CC=CC=C2C=2C=CC=CC12 (9-methylcarbazole). Yield: 961.2%. RXN SMILES: [CH:1]1[C:13]2[NH:12][C:11]3[C:6](=[CH:7][CH:8]=[CH:9][CH:10]=3)[C:5]=2[CH:4]=[CH:3][CH:2]=1.[CH2:14]1N2CCN(CC2)C1>CCOC(C)=O.O>[CH3:14][N:12]1[C:11]2[CH:10]=[CH:9][CH:8]=[CH:7][C:6]=2[C:5]2[C:13]1=[CH:1][CH:2]=[CH:3][CH:4]=2. Procedure details: To a solution of carbazole (1.03 g, 6.16 mmol) in DMC (10 mL), DABCO (0.069 g, 0.62 mmol) is added and the resulting solution is heated to 90-95° C. for 24 h. The reaction is cooled to RT, and diluted with EtOAc (40 mL) and H2O (40 mL). The organic layer is separated and washed in sequence with H2O (50 mL), 10% aqueous citric acid (2×40 mL) and H2O (3×40 mL). The organic layer is dried over anhydrous Na2SO4, filtered and concentrated under vacuum to give 9-methylcarbazole (about 1.08 g, 97%) as ... The reactants are OC[C@H]1[C@H](CC(N1C)=O)C1=CC=CC=C1 ((−)-(4R*,5R*)-5-hydroxymethyl-1-methyl-4-phenylpyrrolidin-2-one), CCN(C(C)C)C(C)C (Hunig's base), C(C(=O)Cl)(=O)Cl (oxalyl chloride), CS(=O)C (dimethyl sulfoxide). The solvent is ClCCl (dichloromethane), ClCCl (dichloromethane). Conditions: temperature 0 celsius, time 45 minute. Product: C(=O)[C@H]1[C@H](CC(N1C)=O)C1=CC=CC=C1 ((−)-(4R*,5R*)-5-formyl-1-methyl-4-phenylpyrrolidin-2-one). RXN SMILES: C(Cl)(=O)C(Cl)=O.CS(C)=O.[OH:11][CH2:12][C@@H:13]1[N:17]([CH3:18])[C:16](=[O:19])[CH2:15][C@@H:14]1[C:20]1[CH:25]=[CH:24][CH:23]=[CH:22][CH:21]=1.CCN(C(C)C)C(C)C>ClCCl>[CH:12]([C@@H:13]1[N:17]([CH3:18])[C:16](=[O:19])[CH2:15][C@@H:14]1[C:20]1[CH:25]=[CH:24][CH:23]=[CH:22][CH:21]=1)=[O:11]. Procedure details: A cold (−76° C.), stirred solution of oxalyl chloride (0.8 mole) in dichloromethane (1.4 L) was treated with dimethyl sulfoxide (116 mL, 1.64 mole) over 40 minutes while keeping the internal temperature below −60° C. After stirring the solution for 45 minutes, a solution containing (−)-(4R*,5R*)-5-hydroxymethyl-1-methyl-4-phenylpyrrolidin-2-one (150 g, 0.73 mole) in dichloromethane (1L) was added over a 30 minute period (T<−60° C.) and stirring continued for 45 minutes. Hunig's base (diisopropyl... Reactants: CC(C(=O)OCC)C(=O)OCC (diethyl 2-methylmalonate), N1=CC=CC=C1 (pyridine), ClC1=C(N)C=CC=C1 (2-chloroaniline). Product: ClC1=C(C=CC=C1)NC(C(C(=O)OCC)C)=O (ethyl 3-(2-chlorophenylamino)-2-methyl-3-oxopropanoate). As a reaction SMILES: [CH3:1][CH:2]([C:8]([O:10]CC)=O)[C:3]([O:5][CH2:6][CH3:7])=[O:4].N1C=CC=CC=1.[Cl:19][C:20]1[CH:26]=[CH:25][CH:24]=[CH:23][C:21]=1[NH2:22]>>[Cl:19][C:20]1[CH:26]=[CH:25][CH:24]=[CH:23][C:21]=1[NH:22][C:8](=[O:10])[CH:2]([CH3:1])[C:3]([O:5][CH2:6][CH3:7])=[O:4]. Procedure details: The ester was prepared according to Procedure A using diethyl 2-methylmalonate (6.1 mL, 35.3 mmol), pyridine (3.80 mL, 47.0 mmol) and 2-chloroaniline (3.00 g, 23.52 mmol). The reaction mixture was heated for 6 days. The residue was purified by column chromatography on silica gel (0-30% EtOAc/hexanes) to give ethyl 3-(2-chlorophenylamino)-2-methyl-3-oxopropanoate. Mass Spectrum (ESI) m/e=256.1 (M+1). The reactants are ClC1=C(C2=C(CCN(CC2)C(C(F)(F)F)=O)C=C1)NCC1=CC=C(C=C1)C1(CSCC(F)(F)F)OCCO1 (7-chloro-3-(2,2,2-trifluoroacetyl)-6-{4-[2-(2,2,2-trifluoroethylthio)-1,1-(ethylenedioxy)ethyl]-benzylamino}-2,3,4,5-tetrahydro-1H-benzo[d]azepine), Cl (hydrogen chloride). Run in ClCCl (dichloromethane), O1CCOCC1 (dioxane), ClCCl (dichloromethane). Product: ClC1=C(C2=C(CCN(CC2)C(C(F)(F)F)=O)C=C1)NCC1=CC=C(C=C1)C(=O)CSCC(F)(F)F (7-chloro-3-(2,2,2-trifluoroacetyl)-6-[4-(2,2,2-trifluoroethylthio-methylcarbonyl)-benzylamino]-2,3,4,5-tetrahydro-1H-benzo[d]azepine). Yield: 42.9%. As a reaction SMILES: [Cl:1][C:2]1[CH:18]=[CH:17][C:5]2[CH2:6][CH2:7][N:8]([C:11](=[O:16])[C:12]([F:15])([F:14])[F:13])[CH2:9][CH2:10][C:4]=2[C:3]=1[NH:19][CH2:20][C:21]1[CH:26]=[CH:25][C:24]([C:27]2(OCC[O:35]2)[CH2:28][S:29][CH2:30][C:31]([F:34])([F:33])[F:32])=[CH:23][CH:22]=1.Cl>ClCCl.O1CCOCC1>[Cl:1][C:2]1[CH:18]=[CH:17][C:5]2[CH2:6][CH2:7][N:8]([C:11](=[O:16])[C:12]([F:13])([F:14])[F:15])[CH2:9][CH2:10][C:4]=2[C:3]=1[NH:19][CH2:20][C:21]1[CH:26]=[CH:25][C:24]([C:27]([CH2:28][S:29][CH2:30][C:31]([F:34])([F:32])[F:33])=[O:35])=[CH:23][CH:22]=1. Procedure: To a solution of 7-chloro-3-(2,2,2-trifluoroacetyl)-6-{4-[2-(2,2,2-trifluoroethylthio)-1,1-(ethylenedioxy)ethyl]-benzylamino}-2,3,4,5-tetrahydro-1H-benzo[d]azepine (97 mg, 0.16 mmol) in anhydrous dichloromethane (0.5 mL), add a solution of 4M hydrogen chloride in dioxane (1.2 mL) and reflux overnight. Dilute with dichloromethane and wash with saturated aqueous NaHCO3. Dry the organics extracts over MgSO4, filter and concentrate in vacuo. Purify the crude mixture by chromatography on silica gel e...